Dataset: the Open Reaction Database (ORD), a public repository of structured organic reaction records. Task: describe an organic reaction: reactants, conditions, products, and yield Starting materials: F (Hydrofluoric acid), O([Si](C)(C)C(C)(C)C)C(CCC[C@@H]1[C@H](C(C[C@H]1C)=O)C\C=C/CCCC(=O)OC)C(CCC)(F)F (methyl (Z)-7-[(1R,2S,3R)-2{4(R,S)-t-butyldimethylsiloxy-5,5-difluorooctyl}-3-methyl-5-oxocylopentyl]hept-5-enoate), resultant mixture. Run in C(C)#N (acetonitrile). Product: OC(CCC[C@@H]1[C@H](C(C[C@H]1C)=O)C\C=C/CCCC(=O)OC)C(CCC)(F)F (methyl (Z)-7-[(1R,2S,3R)-2{4(R,S)-hydroxy-5,5-difluorooctyl}-3-methyl-5-oxocylopentyl]-hept-5-enoate). Reaction SMILES: F.[O:2]([CH:10]([C:31]([F:36])([F:35])[CH2:32][CH2:33][CH3:34])[CH2:11][CH2:12][CH2:13][C@H:14]1[C@H:18]([CH3:19])[CH2:17][C:16](=[O:20])[C@@H:15]1[CH2:21]/[CH:22]=[CH:23]\[CH2:24][CH2:25][CH2:26][C:27]([O:29][CH3:30])=[O:28])[Si](C(C)(C)C)(C)C>C(#N)C>[OH:2][CH:10]([C:31]([F:35])([F:36])[CH2:32][CH2:33][CH3:34])[CH2:11][CH2:12][CH2:13][C@H:14]1[C@H:18]([CH3:19])[CH2:17][C:16](=[O:20])[C@@H:15]1[CH2:21]/[CH:22]=[CH:23]\[CH2:24][CH2:25][CH2:26][C:27]([O:29][CH3:30])=[O:28]. Reported procedure: Hydrofluoric acid (1 ml) was added to a solution of the compound (30) (0.201 g) in acetonitrile (20 ml). The resultant mixture was stirred at room temperature for 1 hour. The crude product obtained after the usual work-up was subjected to silicagel column chromatography to give the alcohol (31). Reactants: C(C)(C)(C)OC(=O)N1C(C=C(C2=CC(=CC=C12)B(O)O)C)(C)C ((1-tert-butyloxycarbonyl-1,2-dihydro-2,2,4-trimethyl-6-quinolinyl)boronic acid), FC=1C=C(C=C(C1)I)[N+](=O)[O-] (5-fluoro-3-nitroiodobenzene). Yields the product FC=1C=C(C=C(C1)C=1C=C2C(=CC(NC2=CC1)(C)C)C)[N+](=O)[O-] (6-(5-Fluoro-3-nitrophenyl)-1,2-dihydro-2,2,4-trimethylquinoline). Yield: 69.1%. RXN SMILES: C(OC([N:8]1[C:17]2[C:12](=[CH:13][C:14](B(O)O)=[CH:15][CH:16]=2)[C:11]([CH3:21])=[CH:10][C:9]1([CH3:23])[CH3:22])=O)(C)(C)C.[F:24][C:25]1[CH:26]=[C:27]([N+:32]([O-:34])=[O:33])[CH:28]=[C:29](I)[CH:30]=1>>[F:24][C:25]1[CH:26]=[C:27]([N+:32]([O-:34])=[O:33])[CH:28]=[C:29]([C:14]2[CH:13]=[C:12]3[C:17](=[CH:16][CH:15]=2)[NH:8][C:9]([CH3:22])([CH3:23])[CH:10]=[C:11]3[CH3:21])[CH:30]=1. Procedure: This compound was prepared according to General Method 2 (EXAMPLE 9 ) from Compound 9 (140.2 mg, 0.44 mmol) and 5-fluoro-3-nitroiodobenzene (117.6 mg, 0.44 mmol). The crude material was purified by flash column chromatography (150 ml silica, hexane to 20% acetone/hexane) followed by a second flash column chromatography (100 mL silica, hexane to 20% acetone/hexane) to afford 95 mg (69%) of Compound 280. Data for Compound 280: 1H NMR (400 MHz, acetone-d6) 8.22 (app t, J=3.0, 1.5, 1H), 7.78 (m, 1H)... The reactants are C(C1=CC=CC=C1)N(C(=O)C1CC1)CC=1C=C(C(=O)O)C=CC1Br (3-[(N-Benzyl-N-cyclopropanecarbonyl-amino)-methyl]-4-bromo-benzoic acid), C(C)(C)(C)N (tert-butylamine). The product is C(C1=CC=CC=C1)N(C(=O)C1CC1)CC=1C=C(C(=O)NC(C)(C)C)C=CC1Br (3-[(N-benzyl-N-cyclopropanecarbonyl-amino)-methyl]-4-bromo-N-tert-butyl-benzamide). Reaction SMILES: [CH2:1]([N:8]([CH2:14][C:15]1[CH:16]=[C:17]([CH:21]=[CH:22][C:23]=1[Br:24])[C:18]([OH:20])=O)[C:9]([CH:11]1[CH2:13][CH2:12]1)=[O:10])[C:2]1[CH:7]=[CH:6][CH:5]=[CH:4][CH:3]=1.[C:25]([NH2:29])([CH3:28])([CH3:27])[CH3:26]>>[CH2:1]([N:8]([CH2:14][C:15]1[CH:16]=[C:17]([CH:21]=[CH:22][C:23]=1[Br:24])[C:18]([NH:29][C:25]([CH3:28])([CH3:27])[CH3:26])=[O:20])[C:9]([CH:11]1[CH2:12][CH2:13]1)=[O:10])[C:2]1[CH:3]=[CH:4][CH:5]=[CH:6][CH:7]=1. Procedure details: 3-[(N-Benzyl-N-cyclopropanecarbonyl-amino)-methyl]-4-bromo-benzoic acid and tert-butylamine were reacted as described in Example 5, Step 6 to provide 3-[(N-benzyl-N-cyclopropanecarbonyl-amino)-methyl]-4-bromo-N-tert-butyl-benzamide The reactants are ClC=1C(=NC(=CC1)Cl)CSC1=CC=C(C=C1)N (4-(((3,6-dichloro-2-pyridinyl)methyl)thio)benzenamine), CN(C(=O)Cl)C (dimethyl carbamoyl chloride). Solvent: N1=CC=CC=C1 (pyridine). Run at time 15 hour. Product: ClC=1C(=NC(=CC1)Cl)CSC1=CC=C(C=C1)NC(N(C)C)=O (N'-(4-(((3,6-dichloro-2-pyridinyl)methyl)thio)phenyl)-N,N-dimethyl urea). RXN SMILES: [Cl:1][C:2]1[C:3]([CH2:9][S:10][C:11]2[CH:16]=[CH:15][C:14]([NH2:17])=[CH:13][CH:12]=2)=[N:4][C:5]([Cl:8])=[CH:6][CH:7]=1.[CH3:18][N:19]([CH3:23])[C:20](Cl)=[O:21]>N1C=CC=CC=1>[Cl:1][C:2]1[C:3]([CH2:9][S:10][C:11]2[CH:16]=[CH:15][C:14]([NH:17][C:20](=[O:21])[N:19]([CH3:23])[CH3:18])=[CH:13][CH:12]=2)=[N:4][C:5]([Cl:8])=[CH:6][CH:7]=1. Reported procedure: A solution of 4-(((3,6-dichloro-2-pyridinyl)methyl)thio)benzenamine (10 grams; 0.035 mole) in 25 ml. of dry pyridine was prepared and dimethyl carbamoyl chloride (3.77 grams; 0.035 mole) added thereto while maintaining the temperature of the reaction mixture at 24°-45° C. The resulting reaction mixture was stirred at ambient temperatures for a period of about 15 hours and then mixed with ice and allowed to stand for a period of about two hours. The aqueous layer was decanted and the residue wash... Reactants: crude mixture, N1=C(C=CC=C1)C=1C(=C2N(N1)CCC2)C(=O)O (2-(pyridin-2-yl)-5,6-dihydro-4H-pyrrolo[1,2-b]pyrazole-3-carboxylic acid), C([O-])(O)=O.[Na+] (sodium bicarbonate), BrNC(CCC(=O)N)=O (N-bromosuccinamide). Solvent: O (water), C(C)(=O)OCC (ethyl acetate), CN(C)C=O (DMF). The product is BrC1=C2N(N=C1C1=NC=CC=C1)CCC2 (3-Bromo-2-(pyridin-2-yl)-5,6-dihydro-4H-pyrrolo[1,2-b]pyrazole). The yield is 70.5%. As a reaction SMILES: [N:1]1[CH:6]=[CH:5][CH:4]=[CH:3][C:2]=1[C:7]1[C:8](C(O)=O)=[C:9]2[CH2:14][CH2:13][CH2:12][N:10]2[N:11]=1.C(=O)(O)[O-].[Na+].[Br:23]NC(=O)CCC(N)=O>CN(C=O)C.O.C(OCC)(=O)C>[Br:23][C:8]1[C:7]([C:2]2[CH:3]=[CH:4][CH:5]=[CH:6][N:1]=2)=[N:11][N:10]2[CH2:12][CH2:13][CH2:14][C:9]=12 |f:1.2|. Procedure: Stir a mixture of 2-(pyridin-2-yl)-5,6-dihydro-4H-pyrrolo[1,2-b]pyrazole-3-carboxylic acid (Preparation 3; 2 g, 8.7 mmol), sodium bicarbonate (3.3 g, 38.4 mmol) and N-bromosuccinamide (1.7 g, 9.6 mmol) in DMF (50 mL) at room temperature for 2 h. Dilute the crude mixture with 50 mL of water and 100 mL of ethyl acetate. Separate the ethyl acetate layer, extract with saturated brine, dry over anhydrous sodium sulfate, filter, and evaporate to a solid mass. Purify by MPLC (SiO2, 50% ethyl acetate-he...